From a dataset of the Open Reaction Database (ORD), a public repository of structured organic reaction records. describe an organic reaction: reactants, conditions, products, and yield Reactants: [O-]CC.[Na+] (sodium ethoxide), C(C)(=O)NC(C(=O)OCC)C(=O)OCC (diethyl acetamidomalonate), ice, O (water), ClCC=1C(=C(C=CC1)OC)OCC1=CC=CC=C1 (3-(Chloromethyl)-2-phenylmethoxyanisole). Run in C(C)O (ethanol), C(C)O (ethanol), C(C)(=O)O (acetic acid), C(C)O (ethanol), Petroleum ether. Product: C(C)(=O)NC(C(=O)OCC)(C(=O)OCC)CC1=C(C(=CC=C1)OC)OCC1=CC=CC=C1 (2-(Acetylamino)-2-[[3-methoxy-2-(phenylmethoxy) -phenyl]methyl]-propanedioic acid, diethyl ester). The yield is 66.4%. As a reaction SMILES: [O-]CC.[Na+].[C:5]([NH:8][CH:9]([C:15]([O:17][CH2:18][CH3:19])=[O:16])[C:10]([O:12][CH2:13][CH3:14])=[O:11])(=[O:7])[CH3:6].Cl[CH2:21][C:22]1[C:23]([O:30][CH2:31][C:32]2[CH:37]=[CH:36][CH:35]=[CH:34][CH:33]=2)=[C:24]([O:28][CH3:29])[CH:25]=[CH:26][CH:27]=1.O>C(O)C.C(O)(=O)C>[C:5]([NH:8][C:9]([CH2:21][C:22]1[CH:27]=[CH:26][CH:25]=[C:24]([O:28][CH3:29])[C:23]=1[O:30][CH2:31][C:32]1[CH:37]=[CH:36][CH:35]=[CH:34][CH:33]=1)([C:15]([O:17][CH2:18][CH3:19])=[O:16])[C:10]([O:12][CH2:13][CH3:14])=[O:11])(=[O:7])[CH3:6] |f:0.1|. Procedure details: A quantity of 136.20 g (0.42 mole) of 21 wt.% sodium ethoxide in ethanol is added to a stirred solution of 90.14 g (0.415 mole) of diethyl acetamidomalonate (Aldrich) in 800 mL of absolute ethanol. A solution of the benzyl chloride derivative of Example 38 in 500 mL of absolute ethanol is added and the mixture is heated at reflux for 2 hours. The cooled mixture is poured into 4 L of ice and water containing 20.0 g of glacial acetic acid. The supernatant is decanted from the separated gum. The gu... The solvent is C1(=CC=CC=C1)C (toluene). Conditions: temperature -78 celsius, time 30 minute. Yield: 106.6%. Product: C(C)(C)(C)OC(N[C@H](C=O)CC1=CC=CC=C1)=O (((S)-1-benzyl-2-oxo-ethyl)-carbamic acid tert-butyl ester). Starting materials: C(C)(C)(C)OC(N[C@@H](CC1=CC=CC=C1)C=1NC=CN1)=O ([(S)-1-(1H-imidazol-2-yl)-2-phenyl-ethyl]-carbamic acid tert-butyl ester), COC([C@H](CC1=CC=CC=C1)NC(=O)OC(C)(C)C)=O ((S)-2-tert-butoxycarbonylamino-3-phenyl-propionic acid methyl ester), CC(C)C[AlH]CC(C)C (DIBAL-H). As a reaction SMILES: C(OC(=O)N[C@H](C1NC=CN=1)CC1C=CC=CC=1)(C)(C)C.C[O:23][C:24](=O)[C@@H:25]([NH:33][C:34]([O:36][C:37]([CH3:40])([CH3:39])[CH3:38])=[O:35])[CH2:26][C:27]1[CH:32]=[CH:31][CH:30]=[CH:29][CH:28]=1.CC(C[AlH]CC(C)C)C>C1(C)C=CC=CC=1>[C:37]([O:36][C:34](=[O:35])[NH:33][C@@H:25]([CH2:26][C:27]1[CH:32]=[CH:31][CH:30]=[CH:29][CH:28]=1)[CH:24]=[O:23])([CH3:40])([CH3:38])[CH3:39]. Reported procedure: [(S)-1-(1H-imidazol-2-yl)-2-phenyl-ethyl]-carbamic acid tert-butyl ester: To (S)-2-tert-butoxycarbonylamino-3-phenyl-propionic acid methyl ester (100.0 g, 0.35 mol) in toluene (1 L) at −78° C. was added DIBAL-H (2M solution in toluene, 322 mL, 0.64 mol) dropwise and the reaction stirred at −78° C. for 30 min. The reaction was quenched with methanol (40 mL) and the mixture was stirred with NH4Cl (350 g in 100 mL of water) for 10 min. The solution was filtered through Celite® and the aluminum salt... Reactants: F[B-](F)(F)F, O=C(O)CC1Cc2cc(Br)c3[nH]nc(Br)c3c2CN(CC(F)(F)F)C1=O, CN(C)C=O, CCN(C(C)C)C(C)C, Cl, O=c1[nH]c2c(F)cccc2cc1C1CCNCC1, CN(C)C(On1nnc2ccccc21)=[N+](C)C. Yields the product O=C(CC1Cc2cc(Br)c3[nH]nc(Br)c3c2CN(CC(F)(F)F)C1=O)N1CCC(c2cc3cccc(F)c3[nH]c2=O)CC1. Reaction SMILES: [B-:36]([F:37])([F:38])([F:39])[F:40].[Br:1][c:2]1[n:3][nH:4][c:5]2[c:6]([Br:26])[cH:7][c:8]3[c:9]([c:10]12)[CH2:11][N:12]([CH2:21][C:22]([F:23])([F:24])[F:25])[C:13](=[O:20])[CH:14]([CH2:16][C:17](=[O:18])[OH:19])[CH2:15]3.[CH3:77][N:78]([CH3:79])[CH:80]=[O:81].[CH:27]([N:28]([CH2:29][CH3:30])[CH:31]([CH3:32])[CH3:33])([CH3:34])[CH3:35].[ClH:58].[F:59][c:60]1[cH:61][cH:62][cH:63][c:64]2[cH:65][c:66]([CH:71]3[CH2:72][CH2:73][NH:74][CH2:75][CH2:76]3)[c:67](=[O:70])[nH:68][c:69]12.[n:41]1([O:42][C:43]([N:44]([CH3:45])[CH3:46])=[N+:47]([CH3:48])[CH3:49])[c:50]2[cH:51][cH:52][cH:53][cH:54][c:55]2[n:56][n:57]1>>[Br:1][c:2]1[n:3][nH:4][c:5]2[c:6]([Br:26])[cH:7][c:8]3[c:9]([c:10]12)[CH2:11][N:12]([CH2:21][C:22]([F:23])([F:24])[F:25])[C:13](=[O:20])[CH:14]([CH2:16][C:17](=[O:18])[N:74]1[CH2:73][CH2:72][CH:71]([c:66]2[cH:65][c:64]4[cH:63][cH:62][cH:61][c:60]([F:59])[c:69]4[nH:68][c:67]2=[O:70])[CH2:76][CH2:75]1)[CH2:15]3.